From a dataset of the Open Reaction Database (ORD), a public repository of structured organic reaction records. describe an organic reaction: reactants, conditions, products, and yield RXN SMILES: [CH3:1][O:2][CH2:3][CH2:4][NH2:5].[H-:6].[NH2:8][c:9]1[n:10][cH:11][n:12][c:13]2[c:14]([F:32])[c:15](-[n:19]3[cH:20][c:21]([CH3:31])[c:22]4[c:27]3[CH2:26][C:25]([CH3:28])([CH3:29])[CH2:24][C:23]4=[O:30])[cH:16][cH:17][c:18]12.[Na+:7].[O:33]=[CH:34][N:35]([CH3:36])[CH3:37]>>[CH3:1][O:2][CH2:3][CH2:4][NH:5][c:14]1[c:13]2[n:12][cH:11][n:10][c:9]([NH2:8])[c:18]2[cH:17][cH:16][c:15]1-[n:19]1[cH:20][c:21]([CH3:31])[c:22]2[c:27]1[CH2:26][C:25]([CH3:28])([CH3:29])[CH2:24][C:23]2=[O:30]. Reactants: COCCN, [H-], Cc1cn(-c2ccc3c(N)ncnc3c2F)c2c1C(=O)CC(C)(C)C2, [Na+], CN(C)C=O. Yields the product COCCNc1c(-n2cc(C)c3c2CC(C)(C)CC3=O)ccc2c(N)ncnc12. Starting materials: C=Cc1ccc2nc(CCCC)n(Cc3ccc(-c4ccccc4-c4nnnn4C(c4ccccc4)(c4ccccc4)c4ccccc4)cc3)c(=O)c2c1, CC1(C)CCC=[N+]1[O-], Cc1ccccc1. The product is CCCCc1nc2ccc(C3CC4CCC(C)(C)N4O3)cc2c(=O)n1Cc1ccc(-c2ccccc2-c2nnnn2C(c2ccccc2)(c2ccccc2)c2ccccc2)cc1. As a reaction SMILES: [CH2:1]([CH2:2][CH2:3][CH3:4])[c:5]1[n:6][c:7]2[cH:8][cH:9][c:10]([CH:53]=[CH2:54])[cH:11][c:12]2[c:13](=[O:52])[n:14]1[CH2:15][c:16]1[cH:17][cH:18][c:19](-[c:22]2[c:23](-[c:28]3[n:29][n:30][n:31][n:32]3[C:33]([c:34]3[cH:35][cH:36][cH:37][cH:38][cH:39]3)([c:40]3[cH:41][cH:42][cH:43][cH:44][cH:45]3)[c:46]3[cH:47][cH:48][cH:49][cH:50][cH:51]3)[cH:24][cH:25][cH:26][cH:27]2)[cH:20][cH:21]1.[CH3:55][C:56]1([CH3:62])[CH2:57][CH2:58][CH:59]=[N+:60]1[O-:61].[CH3:63][c:64]1[cH:65][cH:66][cH:67][cH:68][cH:69]1>>[CH2:1]([CH2:2][CH2:3][CH3:4])[c:5]1[n:6][c:7]2[cH:8][cH:9][c:10]([CH:53]3[CH2:54][CH:59]4[CH2:58][CH2:57][C:56]([CH3:55])([CH3:62])[N:60]4[O:61]3)[cH:11][c:12]2[c:13](=[O:52])[n:14]1[CH2:15][c:16]1[cH:17][cH:18][c:19](-[c:22]2[c:23](-[c:28]3[n:29][n:30][n:31][n:32]3[C:33]([c:34]3[cH:35][cH:36][cH:37][cH:38][cH:39]3)([c:40]3[cH:41][cH:42][cH:43][cH:44][cH:45]3)[c:46]3[cH:47][cH:48][cH:49][cH:50][cH:51]3)[cH:24][cH:25][cH:26][cH:27]2)[cH:20][cH:21]1. Reactants: NC1=C(C=C(C=2C(C3=CC=CC=C3C(C12)=O)=O)SC1=C(C(=C(C(=C1C)S(=O)(=O)O)C)N)C)S(=O)(=O)O (1-amino-4-(3'-amino-2',4',6'-trimethyl-5'-sulfophenylthio)anthraquinone-2-sulfonic acid), 1-aminobenzene 3-β-sulfatoethylsulfone. The solvent is N1=CC=CC=C1 (pyridine). Yields the product C1=CC=CC=2C(C3=CC=CC=C3C(C12)=O)=O (anthraquinone). Reaction SMILES: N[C:2]1[C:15]2[C:14](=[O:16])[C:13]3[C:8](=[CH:9][CH:10]=[CH:11][CH:12]=3)[C:7](=[O:17])[C:6]=2[C:5](SC2C(C)=C(S(O)(=O)=O)C(C)=C(N)C=2C)=[CH:4][C:3]=1S(O)(=O)=O>N1C=CC=CC=1>[CH:9]1[C:8]2[C:7](=[O:17])[C:6]3[C:15](=[CH:2][CH:3]=[CH:4][CH:5]=3)[C:14](=[O:16])[C:13]=2[CH:12]=[CH:11][CH:10]=1. Procedure: Example 27 was repeated, except that the compounds shown in 1st, 2nd and 3rd columns of the following table were used in place of the 1-amino-4-(3'-amino-2',4',6'-trimethyl-5'-sulfophenylthio)anthraquinone-2-sulfonic acid, 1-aminobenzene-3-β-sulfatoethylsulfone and pyridine, respectively, thereby obtaining a corresponding anthraquinone compound. The color shade on cotton of the compound is as shown in a 4th column of the table. Starting materials: CN1C(CCC(C2=C1C=CC(=C2)NC(=O)C2=CC=C(C(=O)OCC)C=C2)(C)C)=O (ethyl p-[(2,3,4,5-tetrahydro-1,5,5-trimethyl-2-oxo-1H-1-benzazepin-7-yl)carbamoyl]benzoate), [OH-].[Na+] (sodium hydroxide). Solvent: C(C)O.O (ethanol water). Run at time 8 hour. Yields the product CN1C(CCC(C2=C1C=CC(=C2)NC(=O)C2=CC=C(C(=O)O)C=C2)(C)C)=O (p-[(2,3,4,5-tetra- hydro-1,5,5-trimethyl-2-oxo-1H-1-benzazepin-7-yl)carbamoyl]benzoic acid). The yield is 85.0%. As a reaction SMILES: [CH3:1][N:2]1[C:8]2[CH:9]=[CH:10][C:11]([NH:13][C:14]([C:16]3[CH:26]=[CH:25][C:19]([C:20]([O:22]CC)=[O:21])=[CH:18][CH:17]=3)=[O:15])=[CH:12][C:7]=2[C:6]([CH3:28])([CH3:27])[CH2:5][CH2:4][C:3]1=[O:29].[OH-].[Na+]>C(O)C.O>[CH3:1][N:2]1[C:8]2[CH:9]=[CH:10][C:11]([NH:13][C:14]([C:16]3[CH:17]=[CH:18][C:19]([C:20]([OH:22])=[O:21])=[CH:25][CH:26]=3)=[O:15])=[CH:12][C:7]=2[C:6]([CH3:27])([CH3:28])[CH2:5][CH2:4][C:3]1=[O:29] |f:1.2,3.4|. Procedure: 1.00 g of ethyl p-[(2,3,4,5-tetrahydro-1,5,5-trimethyl-2-oxo-1H-1-benzazepin-7-yl)carbamoyl]benzoate in 75 ml of ethanol/water (2:1) was treated with 0.40 g of sodium hydroxide and the reaction mixture was stirred at room temperature overnight. Thereafter, it was poured on to ice/conc. hydrochloric acid, extracted with ethyl acetate, the extract was washed with saturated sodium chloride solution, dried and concentrated up to crystallization. There was obtained 0.79 g of p-[(2,3,4,5-tetra- hydro-... Starting materials: C(C)(C)NC(C1=CC(=NC=C1)OC)=O (N-isopropyl-2-methoxy-isonicotinamide), CN(C)C=O (DMF), C(CCC)[Li] (n-butyllithium), CCCCCC (hexane), CN(C)CCN(C)C (TMEDA). Solvent: CC(C)(C)OC (TBME). Conditions: time 3 hour. Product: OC1N(C(C2=C1C(=NC=C2)OC)=O)C(C)C (3-hydroxy-2-isopropyl-4-methoxy-2,3-dihydro-pyrrolo[3,4-c]pyridin-1-one). Isolated yield 169.8%. As a reaction SMILES: [CH:1]([NH:4][C:5](=[O:14])[C:6]1[CH:11]=[CH:10][N:9]=[C:8]([O:12][CH3:13])[CH:7]=1)([CH3:3])[CH3:2].CN(CCN(C)C)C.C([Li])CCC.CCCCCC.CN([CH:37]=[O:38])C>CC(OC)(C)C>[OH:38][CH:37]1[C:7]2[C:8]([O:12][CH3:13])=[N:9][CH:10]=[CH:11][C:6]=2[C:5](=[O:14])[N:4]1[CH:1]([CH3:3])[CH3:2]. Procedure: To a stirred suspension of 10.00 g N-isopropyl-2-methoxy-isonicotinamide (51.40 mmol), as obtainable from example 13, in 300 mL TBME were added at room temperature 17.2 mL TMEDA (113.3 mmol, 2.2 eq) resulting in the formation of a clear solution, which was then cooled to −780 C. Subsequently 102.8 mL n-butyllithium in hexane (1.5 M, 154.4 mmol, 3.0 eq) were then added over 35 min and stirring was continued at the same temperature for additional 3 h min and subsequently at −22° C. for another 3 h... Product: C1=CC2=C(C=C1N=C=S)C(=O)OC23C4=C(C=C(C=C4)O)OC5=C3C=CC(=C5)O.C1=CC2=C(C=C1N=C=S)C(=O)OC23C4=C(C=C(C=C4)O)OC5=C3C=CC(=C5)O (FITC fluorescein isothiocyanate). Reactants: nitrocellulose, C1=CC2=C(C=C1N=C=S)C(=O)OC23C4=C(C=C(C=C4)O)OC5=C3C=CC(=C5)O (FITC), B([O-])([O-])[O-] (borate). Reaction SMILES: [CH:1]1[C:6]([N:7]=[C:8]=[S:9])=[CH:5][C:4]2[C:10]([O:12][C:13]3([C:23]4[CH:24]=[CH:25][C:26]([OH:28])=[CH:27][C:22]=4[O:21][C:15]4[CH:16]=[C:17]([OH:20])[CH:18]=[CH:19][C:14]3=4)[C:3]=2[CH:2]=1)=[O:11].B([O-])([O-])[O-]>>[CH:1]1[C:6]([N:7]=[C:8]=[S:9])=[CH:5][C:4]2[C:10]([O:12][C:13]3([C:14]4[CH:19]=[CH:18][C:17]([OH:20])=[CH:16][C:15]=4[O:21][C:22]4[CH:27]=[C:26]([OH:28])[CH:25]=[CH:24][C:23]3=4)[C:3]=2[CH:2]=1)=[O:11].[CH:1]1[C:6]([N:7]=[C:8]=[S:9])=[CH:5][C:4]2[C:10]([O:12][C:13]3([C:14]4[CH:19]=[CH:18][C:17]([OH:20])=[CH:16][C:15]=4[O:21][C:22]4[CH:27]=[C:26]([OH:28])[CH:25]=[CH:24][C:23]3=4)[C:3]=2[CH:2]=1)=[O:11] |f:2.3|. Procedure: An HbA1C immunoassay was carried out on a nitrocellulose substrate (5.0 μm pore), on which was placed two 4 mm wide capture bands. The first band contained an HbA1C agglutinator (a mimic of the analyte HbA1C; 1 mg/mL in PBS, pH 7.4). The second band contained a monoclonal anti-FITC antibody (3 mg/mL in 0.05 borate, pH 8.5). The reactants are ClC1=CC=C(C=C1)C=1C(=NC=NC1)NN (5-(4-chlorophenyl)-4-hydrazinopyrimidine), C(C)(=O)OC(OCC)OCC (diethoxymethyl acetate). Run in CCCCCC (hexane). Procedure: A mixture of 2.0 g. of 5-(4-chlorophenyl)-4-hydrazinopyrimidine is shaken with 10 ml. of diethoxymethyl acetate. The mixture is allowed to stand 15-30 minutes and then is diluted with hexane. The precipitated product (1.81 g: 83%) is collected and recrystallized from ethanol to give the title compound; m.p. 193°-195° C . RXN SMILES: [Cl:1][C:2]1[CH:7]=[CH:6][C:5]([C:8]2[C:9]([NH:14][NH2:15])=[N:10][CH:11]=[N:12][CH:13]=2)=[CH:4][CH:3]=1.[C:16](OC(OCC)OCC)(=O)C>CCCCCC>[Cl:1][C:2]1[CH:3]=[CH:4][C:5]([C:8]2[C:9]3[N:10]([CH:16]=[N:15][N:14]=3)[CH:11]=[N:12][CH:13]=2)=[CH:6][CH:7]=1. Run at time 22.5 minute. Yields the product ClC1=CC=C(C=C1)C=1C=2N(C=NC1)C=NN2 (8-(4-Chlorophenyl)-1,2,4-triazolo[4,3-c]pyrimidine). The reactants are CC(C)CCO, CN(C)C=O, O=[N+]([O-])c1cccc(CCl)c1, [K+], [OH-], O. The product is CC(C)CCOCc1cccc([N+](=O)[O-])c1. RXN SMILES: [CH3:1][CH:2]([CH2:3][CH2:4][OH:5])[CH3:6].[CH3:7][N:8]([CH3:9])[CH:10]=[O:11].[Cl:12][CH2:13][c:14]1[cH:15][c:16]([N+:20](=[O:21])[O-:22])[cH:17][cH:18][cH:19]1.[K+:24].[OH-:23].[OH2:25]>>[CH3:1][CH:2]([CH2:3][CH2:4][O:5][CH2:13][c:14]1[cH:15][c:16]([N+:20](=[O:21])[O-:22])[cH:17][cH:18][cH:19]1)[CH3:6].